This data is from the Open Reaction Database (ORD), a public repository of structured organic reaction records. The task is: describe an organic reaction: reactants, conditions, products, and yield Reactants: Nc1ccccc1F, O=C1CCNC(=O)C1. Product: O=C1C=C(Nc2ccccc2F)CCN1. Reaction SMILES: [NH2:1][c:2]1[cH:3][cH:4][cH:5][cH:6][c:7]1[F:8].[O:9]=[C:10]1[NH:11][CH2:12][CH2:13][C:14](=[O:16])[CH2:15]1>>[NH:1]([c:2]1[cH:3][cH:4][cH:5][cH:6][c:7]1[F:8])[C:14]1=[CH:15][C:10](=[O:9])[NH:11][CH2:12][CH2:13]1. Reactants: C(=O)C=1C=C2C(=C(NC2=CC1)C(=O)N)SC1=CC=CC=C1 (5-formyl-3-phenylsulfanyl-1H-indole-2-carboxylic acid amide), OCC1NCCC1 (2-hydroxymethylpyrrolidine). Run in CO.C(Cl)Cl (MeOH CH2Cl2). Product: OCC1N(CCC1)CC=1C=C2C(=C(NC2=CC1)C(=O)N)SC1=CC=CC=C1 (5-(2-Hydroxymethyl-pyrrolidin-1-ylmethyl)-3-phenylsulfanyl-1H-indole-2-carboxylic acid amide). As a reaction SMILES: [CH:1]([C:3]1[CH:4]=[C:5]2[C:9](=[CH:10][CH:11]=1)[NH:8][C:7]([C:12]([NH2:14])=[O:13])=[C:6]2[S:15][C:16]1[CH:21]=[CH:20][CH:19]=[CH:18][CH:17]=1)=O.[OH:22][CH2:23][CH:24]1[CH2:28][CH2:27][CH2:26][NH:25]1>CO.C(Cl)Cl>[OH:22][CH2:23][CH:24]1[CH2:28][CH2:27][CH2:26][N:25]1[CH2:1][C:3]1[CH:4]=[C:5]2[C:9](=[CH:10][CH:11]=1)[NH:8][C:7]([C:12]([NH2:14])=[O:13])=[C:6]2[S:15][C:16]1[CH:21]=[CH:20][CH:19]=[CH:18][CH:17]=1 |f:2.3|. Reported procedure: Treat 5-formyl-3-phenylsulfanyl-1H-indole-2-carboxylic acid amide 13 (m=0, R3=Ph) (50 mg, 0.169 mmol) with 2-hydroxymethylpyrrolidine (46 mg, 0.45 mmol) as described in General Procedure X to afford Iw (42.0 mg, 65.6%) as a tan solid, tlc Rf=0.15 (10% MeOH/CH2Cl2-0.25% Et3N), m/z obs=382 (M+1). The reactants are C(CCCCC)(=O)C1=CNC2=C(C=CC=C2C1=O)OC (3-hexanoyl-8-methoxy-4(1H)-quinolone), C(O)([O-])=O.[Na+] (sodium hydrogen carbonate), P(=O)(Cl)(Cl)Cl (phosphorus oxychloride). The solvent is C(Cl)(Cl)Cl (chloroform), C(Cl)(Cl)Cl (chloroform). Yields the product ClC1=C(C=NC2=C(C=CC=C12)OC)C(CCCCC)=O (4-chloro-3-hexanoyl-8- methoxyquinoline). RXN SMILES: [C:1]([C:8]1[C:17](=O)[C:16]2[C:11](=[C:12]([O:19][CH3:20])[CH:13]=[CH:14][CH:15]=2)[NH:10][CH:9]=1)(=[O:7])[CH2:2][CH2:3][CH2:4][CH2:5][CH3:6].C(=O)([O-])O.[Na+].P(Cl)(Cl)([Cl:28])=O>C(Cl)(Cl)Cl>[Cl:28][C:17]1[C:16]2[C:11](=[C:12]([O:19][CH3:20])[CH:13]=[CH:14][CH:15]=2)[N:10]=[CH:9][C:8]=1[C:1](=[O:7])[CH2:2][CH2:3][CH2:4][CH2:5][CH3:6] |f:1.2|. Reported procedure: 3-hexanoyl-8-methoxy-4(1H)-quinolone (4.6 g, 0.017 mol) was heated under reflux in a mixture of phosphorus oxychloride (8 ml) and chloroform (50 ml) for 1.5 hours. When cool, the mixture was poured into a vigorously stirred mixture of sodium hydrogen carbonate solution, ice and chloroform. The layers were separated and the organic solution was washed with sodium hydrogen carbonate solution and brine. Evaporation of the chloroform solution afforded 4-chloro-3-hexanoyl-8- methoxyquinoline as a yel... Reactants: CC(C)([O-])C.[K+] (potassium tert-butoxide), C(C)OC1=C(C(=C(C=C1)C1=CC=C([Se]1)C=O)F)F (5-(4-ethoxy-2,3-difluorophenyl)selenophene-2-carbaldehyde), [Br-].C(CC)[P+](C1=CC=CC=C1)(C1=CC=CC=C1)C1=CC=CC=C1 (propyltriphenylphosphonium bromide), Cl (hydrochloric acid). The solvent is C1CCOC1 (THF), C1CCOC1 (THF), C1CCOC1 (THF), O (Water). Reaction conditions: time 19 hour. Yields the product C(C)OC1=C(C(=C(C=C1)C=1[Se]C(=CC1)C=CCC)F)F (2-(4-Ethoxy-2,3-difluorophenyl)-5-but-1-enylselenophene). As a reaction SMILES: [Br-].[CH2:2]([P+](C1C=CC=CC=1)(C1C=CC=CC=1)C1C=CC=CC=1)[CH2:3][CH3:4].CC(C)([O-])C.[K+].[CH2:30]([O:32][C:33]1[CH:38]=[CH:37][C:36]([C:39]2[Se:43][C:42]([CH:44]=O)=[CH:41][CH:40]=2)=[C:35]([F:46])[C:34]=1[F:47])[CH3:31].Cl>C1COCC1.O>[CH2:30]([O:32][C:33]1[CH:38]=[CH:37][C:36]([C:39]2[Se:43][C:42]([CH:44]=[CH:2][CH2:3][CH3:4])=[CH:41][CH:40]=2)=[C:35]([F:46])[C:34]=1[F:47])[CH3:31] |f:0.1,2.3|. Procedure details: 14.1 g (35.0 mmol) of propyltriphenylphosphonium bromide are initially introduced in 150 ml of THF at 0° C., and 3.93 g (35.0 mmol) of potassium tert-butoxide dissolved in 50 ml of THF are added. After 1 h at this temperature, 9.0 g (28.6 mmol) of 5-(4-ethoxy-2,3-difluorophenyl)selenophene-2-carbaldehyde are added as a solution in 300 ml of THF, and the batch is stirred at RT for 19 h. Water and 2 N hydrochloric acid are added to the mixture, and the batch is extracted with MTBE. The combined or... The reactants are C1=CC(=CC=C1O)C (para-cresol), C=CC=C (butadiene). Product: C(CC=C)C=1C=C(C=CC1C)O (3-(but-3-enyl)-4-methylphenol). As a reaction SMILES: [CH:1]1[C:6]([OH:7])=[CH:5][CH:4]=[C:3]([CH3:8])[CH:2]=1.[CH2:9]=[CH:10][CH:11]=[CH2:12]>>[CH2:12]([C:2]1[CH:1]=[C:6]([OH:7])[CH:5]=[CH:4][C:3]=1[CH3:8])[CH2:11][CH:10]=[CH2:9]. Procedure: As shown in Reaction Scheme 2, para-cresol (p-CH3C6H4OH) is reacted with butadiene (C4H6) to form 3-(but-3-enyl)-4-methylphenol.